From a dataset of the Open Reaction Database (ORD), a public repository of structured organic reaction records. describe an organic reaction: reactants, conditions, products, and yield Starting materials: CC(C)N (propan-2-amine), C(C)(C)N(CC)C(C)C (diisopropylethylamine), [I-].C[N+]1=CN(C=C1)C(=O)\N=C\1/SC(=CN1C1=CC=C(C=C1)C(F)(F)F)C (3-methyl-1-({[(2Z)-5-methyl-3-[4-(trifluoromethyl)phenyl]-1,3-thiazol-2(3H)-ylidene]amino}carbonyl)-1H-imidazol-3-ium iodide). Solvent: C(C)#N (acetonitrile), C(C)#N (acetonitrile), C(C)#N (acetonitrile). Conditions: time 8 hour. Product: C(C)(C)NC(=O)\N=C\1/SC(=CN1C1=CC=C(C=C1)C(F)(F)F)C (N-isopropyl-N′-[(2Z)-5-methyl-3-[4-(trifluoromethyl)phenyl]-1,3-thiazol-2(3H)-ylidene]urea). RXN SMILES: [I-].C[N+]1[CH:7]=[CH:6][N:5]([C:8](/[N:10]=[C:11]2\[S:12][C:13]([CH3:26])=[CH:14][N:15]\2[C:16]2[CH:21]=[CH:20][C:19]([C:22]([F:25])([F:24])[F:23])=[CH:18][CH:17]=2)=[O:9])C=1.[CH:27](N(C(C)C)CC)(C)C.CC(N)C>C(#N)C>[CH:6]([NH:5][C:8](/[N:10]=[C:11]1\[S:12][C:13]([CH3:26])=[CH:14][N:15]\1[C:16]1[CH:21]=[CH:20][C:19]([C:22]([F:24])([F:23])[F:25])=[CH:18][CH:17]=1)=[O:9])([CH3:27])[CH3:7] |f:0.1|. Procedure details: In a 20 mL vial a solution of 3-methyl-1-({[(2Z)-5-methyl-3-[4-(trifluoromethyl)phenyl]-1,3-thiazol-2(3H)-ylidene]amino}carbonyl)-1H-imidazol-3-ium iodide (45 mg, 0.1 mmol, Example 18B) dissolved in acetonitrile (0.6 mL) was added followed by the addition of diisopropylethylamine (22 μL, 0.13 mmol) dissolved in acetonitrile (0.6 mL). Then to the solution was added propan-2-amine (6 mg, 0.11 mmol) dissolved in acetonitrile (0.5 mL). The vial was capped and shaken overnight at room temperature. Th...